This data is from the Open Reaction Database (ORD), a public repository of structured organic reaction records. The task is: describe an organic reaction: reactants, conditions, products, and yield The reactants are COC(CCCCOC1=CC(=CC(=C1)OCCCCCCCCCCCCCCCCCC)N)=O (5-[3-amino-5-(octadecyloxy)phenoxy]pentanoic acid methyl ester), BrCC(=O)OCC1=CC=CC=C1 (benzyl bromoacetate), CN(C1=CC=CC2=CC=CC(=C12)N(C)C)C (1,8-bis(dimethylamino)naphthalene), [I-].[Na+] (sodium iodide). Run in C(C)#N (acetonitrile), CN(C)C=O (DMF). Yields the product C1(=CC=CC=C1)COC(CN(CC(OCC1=CC=CC=C1)=O)C1=CC(=CC(=C1)OCCCCC(=O)OC)OCCCCCCCCCCCCCCCCCC)=O (N-[3-(octadecyloxy)-5-[(5-methoxy-5-oxopentyl)oxy]phenyl]-N-[2-oxo-2-(phenylmethoxy)ethyl]glycine phenylmethyl ester). Isolated yield 120.5%. Reaction SMILES: [CH3:1][O:2][C:3](=[O:35])[CH2:4][CH2:5][CH2:6][CH2:7][O:8][C:9]1[CH:14]=[C:13]([O:15][CH2:16][CH2:17][CH2:18][CH2:19][CH2:20][CH2:21][CH2:22][CH2:23][CH2:24][CH2:25][CH2:26][CH2:27][CH2:28][CH2:29][CH2:30][CH2:31][CH2:32][CH3:33])[CH:12]=[C:11]([NH2:34])[CH:10]=1.Br[CH2:37][C:38]([O:40][CH2:41][C:42]1[CH:47]=[CH:46][CH:45]=[CH:44][CH:43]=1)=[O:39].CN(C)[C:50]1[C:59]2[C:54](=[CH:55][CH:56]=[CH:57][C:58]=2N(C)C)C=CC=1.[I-].[Na+]>C(#N)C.CN(C=O)C>[C:42]1([CH2:41][O:40][C:38](=[O:39])[CH2:37][N:34]([C:11]2[CH:10]=[C:9]([O:8][CH2:7][CH2:6][CH2:5][CH2:4][C:3]([O:2][CH3:1])=[O:35])[CH:14]=[C:13]([O:15][CH2:16][CH2:17][CH2:18][CH2:19][CH2:20][CH2:21][CH2:22][CH2:23][CH2:24][CH2:25][CH2:26][CH2:27][CH2:28][CH2:29][CH2:30][CH2:31][CH2:32][CH3:33])[CH:12]=2)[CH2:4][C:3](=[O:2])[O:35][CH2:50][C:59]2[CH:54]=[CH:55][CH:56]=[CH:57][CH:58]=2)[CH:47]=[CH:46][CH:45]=[CH:44][CH:43]=1 |f:3.4|. Reported procedure: A mixture of 6.77 g (13.8 mmol) of 5-[3-amino-5-(octadecyloxy)phenoxy]pentanoic acid methyl ester, 6.6 ml (41.3 mmol) of benzyl bromoacetate, 7.4 g (34.4 mmol) of 1,8-bis(dimethylamino)naphthalene and 0.6 g (3.9 mmol) of sodium iodide in 150 ml of acetonitrile and 50 ml of DMF was stirred at reflux under an argon atmosphere for 48 hours. The reaction mixture was concentrated at reduced pressure to remove the solvents and ethyl acetate was added to the residue. The extract was washed with 0.5N HC... Reactants: O=Cc1c[nH]c2cccc(Br)c12, [H-], CI, [Na+], CN(C)C=O. Yields the product Cn1cc(C=O)c2c(Br)cccc21. As a reaction SMILES: [Br:1][c:2]1[c:3]2[c:4]([CH:11]=[O:12])[cH:5][nH:6][c:7]2[cH:8][cH:9][cH:10]1.[H-:14].[I:15][CH3:16].[Na+:13].[O:17]=[CH:18][N:19]([CH3:20])[CH3:21]>>[Br:1][c:2]1[c:3]2[c:4]([CH:11]=[O:12])[cH:5][n:6]([CH3:16])[c:7]2[cH:8][cH:9][cH:10]1.